Dataset: the Open Reaction Database (ORD), a public repository of structured organic reaction records. Task: describe an organic reaction: reactants, conditions, products, and yield The reactants are NC=1N=C(C2=C(N1)SC(=C2C2=CC=CC=C2)C)N2CCNCC2 (2-Amino-6-methyl-5-phenyl-4-(piperazin-1-yl)thieno[2,3-d]pyrimidine), COC1=CC=C(C=C1)N=C=O (4-methoxyphenyl isocyanate). Run in ClCCl (dichloromethane), C(C)#N (acetonitrile). Run at time 8 hour. Product: NC=1N=C(C2=C(N1)SC(=C2C2=CC=CC=C2)C)N2CCN(CC2)C(=O)NC2=CC=C(C=C2)OC (4-(2-Amino-6-methyl-5-phenylthieno[2,3-d]pyrimidin-4-yl)-N-(4-methoxyphenyl)-piperazine-1-carboxamide). Isolated yield 64.5%. Reaction SMILES: [NH2:1][C:2]1[N:3]=[C:4]([N:18]2[CH2:23][CH2:22][NH:21][CH2:20][CH2:19]2)[C:5]2[C:10]([C:11]3[CH:16]=[CH:15][CH:14]=[CH:13][CH:12]=3)=[C:9]([CH3:17])[S:8][C:6]=2[N:7]=1.[CH3:24][O:25][C:26]1[CH:31]=[CH:30][C:29]([N:32]=[C:33]=[O:34])=[CH:28][CH:27]=1>ClCCl.C(#N)C>[NH2:1][C:2]1[N:3]=[C:4]([N:18]2[CH2:19][CH2:20][N:21]([C:33]([NH:32][C:29]3[CH:30]=[CH:31][C:26]([O:25][CH3:24])=[CH:27][CH:28]=3)=[O:34])[CH2:22][CH2:23]2)[C:5]2[C:10]([C:11]3[CH:12]=[CH:13][CH:14]=[CH:15][CH:16]=3)=[C:9]([CH3:17])[S:8][C:6]=2[N:7]=1. Procedure: To a solution of Example 11 (50 mg, 0.16 mmol) in dichloromethane (2 mL) and acetonitrile (1 mL) was added 4-methoxyphenyl isocyanate (22 μL, 0.17 mmol). The reaction mixture was stirred overnight. The reaction mixture was evaporated in vacuo and the crude residue was purified by silica gel flash chromatography, the mobile phase being a mixture of methanol and dichloromethane (in a ratio gradually ranging from 1% to 2% methanol in dichloromethane), yielding the title compound (49 mg) as a white ... The reactants are C(C)(C)[Si](N1C=C(C=C1)C=1C=CC=2N(C1)C=C(N2)C(=O)OCC)(C(C)C)C(C)C (Ethyl 6-[1-(triisopropylsilyl)-1H-pyrrol-3-yl]imidazo[1,2-a]pyridine-2-carboxylate), O1C(=CC=C1)B(O)O (furan-2-boronic acid). Yields the product O1C(=CC=C1)C=1C=CC=2N(C1)C=C(N2)C(=O)OCC (Ethyl 6-(furan-2-yl)imidazo[1,2-a]pyridine-2-carboxylate). Reaction SMILES: C([Si](C(C)C)(C(C)C)N1[CH:9]=[CH:8][C:7]([C:10]2[CH:11]=[CH:12][C:13]3[N:14]([CH:16]=[C:17]([C:19]([O:21][CH2:22][CH3:23])=[O:20])[N:18]=3)[CH:15]=2)=C1)(C)C.[O:30]1C=CC=[C:31]1B(O)O>>[O:30]1[CH:31]=[CH:9][CH:8]=[C:7]1[C:10]1[CH:11]=[CH:12][C:13]2[N:14]([CH:16]=[C:17]([C:19]([O:21][CH2:22][CH3:23])=[O:20])[N:18]=2)[CH:15]=1. Procedure: This product is prepared under conditions similar to those described for the preparation of Intermediate 15 (step 15.1), replacing the 1-(triisopropylsilyl)pyrrole-3-boronic acid with furan-2-boronic acid. Starting materials: CC(C)(C)OC(=O)NC(CO)C(=O)O, CC(C)(C)OC(=O)NC(CCO)C(=O)O. Yields the product COCCC(NC(=O)OC(C)(C)C)C(=O)O. RXN SMILES: [C:16]([NH:17][CH:18]([C:19]([OH:20])=[O:21])[CH2:22][OH:23])([O:24][C:25]([CH3:26])([CH3:27])[CH3:28])=[O:29].[C:1](=[O:2])([O:3][C:4]([CH3:5])([CH3:6])[CH3:7])[NH:8][CH:9]([CH2:10][CH2:11][OH:12])[C:13](=[O:14])[OH:15]>>[C:1](=[O:2])([O:3][C:4]([CH3:5])([CH3:6])[CH3:7])[NH:8][CH:9]([CH2:10][CH2:11][O:12][CH3:16])[C:13](=[O:14])[OH:15].